From a dataset of the Open Reaction Database (ORD), a public repository of structured organic reaction records. describe an organic reaction: reactants, conditions, products, and yield Starting materials: C(C1=CC=CC=C1)Br (benzyl bromide), OC=1C=C2C(=CNC2=CC1)CC#N (5-hydroxyindole-3-acetonitrile). Product: C(C1=CC=CC=C1)OC=1C=C2C(=CNC2=CC1)CC#N (5-Benzyloxyindole-3-acetonitrile). As a reaction SMILES: [CH2:1](Br)[C:2]1[CH:7]=[CH:6][CH:5]=[CH:4][CH:3]=1.[OH:9][C:10]1[CH:11]=[C:12]2[C:16](=[CH:17][CH:18]=1)[NH:15][CH:14]=[C:13]2[CH2:19][C:20]#[N:21]>>[CH2:1]([O:9][C:10]1[CH:11]=[C:12]2[C:16](=[CH:17][CH:18]=1)[NH:15][CH:14]=[C:13]2[CH2:19][C:20]#[N:21])[C:2]1[CH:7]=[CH:6][CH:5]=[CH:4][CH:3]=1. Reported procedure: The title compound was prepared by a method analogous to that described in Example 1 from benzyl bromide and 5-hydroxyindole-3-acetonitrile. MS ES (MH−)=263. Starting materials: BrC1=CC=C(C#N)C=C1 (p-bromobenzonitrile), N1CCNCC1 (piperazine), solid, C([O-])([O-])=O.[K+].[K+] (potassium carbonate), C(CCC)O (n-butanol), Cl (HCl). The solvent is C(C)(=O)OCC (ethyl acetate). Yields the product Cl.N1(CCNCC1)C1=CC=C(C#N)C=C1 (4-(1-Piperazinyl)Benzonitrile Monohydrochloride). Reaction SMILES: Br[C:2]1[CH:9]=[CH:8][C:5]([C:6]#[N:7])=[CH:4][CH:3]=1.[NH:10]1[CH2:15][CH2:14][NH:13][CH2:12][CH2:11]1.C(=O)([O-])[O-].[K+].[K+].C(O)CCC.[ClH:27]>C(OCC)(=O)C>[ClH:27].[N:10]1([C:2]2[CH:9]=[CH:8][C:5]([C:6]#[N:7])=[CH:4][CH:3]=2)[CH2:15][CH2:14][NH:13][CH2:12][CH2:11]1 |f:2.3.4,8.9|. Procedure: A mixture of 27.3 g (0.15 mol) of p-bromobenzonitrile, 38.7 g (0.45 mol) of piperazine and 42.0 g (0.30 mol) of solid potassium carbonate in a total volume of 60 mL of n-butanol was heated at reflux for 6 h under a nitrogen atmosphere. The mixture was concentrated under reduced pressure and the slurry partitioned between 10% sodium hydroxide and chloroform. The chloroform layer was separated, dried (MgSO4) and concentrated under reduced pressure to give an oil. The oil was eluted through a 400 g... The reactants are N1=C(C=CC=C1)C1=CC=C(S1)S(=O)(=O)Cl (5-pyridin-2-yl-thiophene-2-sulphonyl chloride), Cl.NC1=CC=C(C=C1)N1CCC(CC1)=O (1-(4-Amino-phenyl)-piperidine-4-one hydrochloride). Product: O=C1CCN(CC1)C1=CC=C(C=C1)NS(=O)(=O)C=1SC(=CC1)C1=NC=CC=C1 (5-Pyridin-2-yl-thiophene-2-sulfonic acid [4-(4-oxo-piperidine-1-yl)-phenyl]-amide). Reaction SMILES: [N:1]1[CH:6]=[CH:5][CH:4]=[CH:3][C:2]=1[C:7]1[S:11][C:10]([S:12](Cl)(=[O:14])=[O:13])=[CH:9][CH:8]=1.Cl.[NH2:17][C:18]1[CH:23]=[CH:22][C:21]([N:24]2[CH2:29][CH2:28][C:27](=[O:30])[CH2:26][CH2:25]2)=[CH:20][CH:19]=1>>[O:30]=[C:27]1[CH2:28][CH2:29][N:24]([C:21]2[CH:22]=[CH:23][C:18]([NH:17][S:12]([C:10]3[S:11][C:7]([C:2]4[CH:3]=[CH:4][CH:5]=[CH:6][N:1]=4)=[CH:8][CH:9]=3)(=[O:14])=[O:13])=[CH:19][CH:20]=2)[CH2:25][CH2:26]1 |f:1.2|. Reported procedure: The title compound was prepared from 5-pyridin-2-yl-thiophene-2-sulphonyl chloride and 1-(4-amino-phenyl)-piperidine-4-one (which was obtained in Example 224) according to the procedure B of Example 225 as a white solid; 1H NMR (300 MHz, DMSO-d6) δ 2.37 (t, J=6.0 Hz, 4H), 3.52 (t, J=6.0 Hz, 4H), 6.89 (d, J=9.0 Hz, 2H), 7.02 (d, J=9.0 Hz, 2H), 7.39 (dd, J=4.2, 1.5 Hz, 1H), 7.42 (d, J=2.1 Hz, 1H), 7.76 (d, J=2.1 Hz, 1H), 7.90 (dd, J=7.8, 1.5 Hz, 1H), 8.00 (d, J=7.8 Hz, 1H), 8.53 (d, J=4.2 Hz, 1H),... Starting materials: CCc1nc2cc(S(=O)(=O)NC(C)(C)C)ccc2n1-c1ccc(CCNC(=O)NS(=O)(=O)c2ccc(C)cc2)cc1, O=C(O)C(F)(F)F. Product: CCc1nc2cc(S(N)(=O)=O)ccc2n1-c1ccc(CCNC(=O)NS(=O)(=O)c2ccc(C)cc2)cc1. As a reaction SMILES: [C:1]([CH3:2])([CH3:3])([CH3:4])[NH:5][S:6](=[O:7])(=[O:8])[c:9]1[cH:10][c:11]2[c:12]([n:13](-[c:18]3[cH:19][cH:20][c:21]([CH2:24][CH2:25][NH:26][C:27](=[O:28])[NH:29][S:30](=[O:31])(=[O:32])[c:33]4[cH:34][cH:35][c:36]([CH3:39])[cH:37][cH:38]4)[cH:22][cH:23]3)[c:14]([CH2:16][CH3:17])[n:15]2)[cH:40][cH:41]1.[OH:42][C:43]([C:44]([F:45])([F:46])[F:47])=[O:48]>>[NH2:5][S:6](=[O:7])(=[O:8])[c:9]1[cH:10][c:11]2[c:12]([n:13](-[c:18]3[cH:19][cH:20][c:21]([CH2:24][CH2:25][NH:26][C:27](=[O:28])[NH:29][S:30](=[O:31])(=[O:32])[c:33]4[cH:34][cH:35][c:36]([CH3:39])[cH:37][cH:38]4)[cH:22][cH:23]3)[c:14]([CH2:16][CH3:17])[n:15]2)[cH:40][cH:41]1. Reactants: COC(CC(=O)C1CC1)=O (methyl-3-cyclopropyl-3-oxopropionate), O.NN (hydrazine hydrate). The solvent is C(C)(=O)O (acetic acid). Conditions: temperature 100 celsius. The product is C1(CC1)C=1CC(NN1)=O (5-cyclopropyl-2,4-dihydro-pyrazol-3-one). Yield: 147.0%. As a reaction SMILES: C[O:2][C:3](=O)[CH2:4][C:5]([CH:7]1[CH2:9][CH2:8]1)=O.O.[NH2:12][NH2:13]>C(O)(=O)C>[CH:7]1([C:5]2[CH2:4][C:3](=[O:2])[NH:12][N:13]=2)[CH2:9][CH2:8]1 |f:1.2|. Procedure: To a solution of methyl-3-cyclopropyl-3-oxopropionate (10 g) and acetic acid (28 mL) in a round bottom flask under argon was added hydrazine hydrate (2.25 g). The mixture was immersed into an oil bath and heated to 100° C. overnight. The reaction vessel was then cooled and the acetic acid was evaporated in vacuo and the remaining solid was added to 1 N aqueous sodium hydroxide solution. The resulting precipitate was collected by filtration and washed with water and cold ether to afford the desir... Yields the product CN1CCN(C2CCC(n3nc(-c4ccc(-c5cn6ccccc6n5)cc4)c4c(N)ncnc43)CC2)CC1. As a reaction SMILES: [CH3:25][C:26]1([CH3:27])[C:28]([CH3:29])([CH3:30])[O:31][B:32]([c:33]2[cH:34][cH:35][c:36](-[c:39]3[n:40][c:41]4[n:42]([cH:43][cH:44][cH:45][cH:46]4)[cH:47]3)[cH:37][cH:38]2)[O:48]1.[I:1][c:2]1[n:3][n:4]([CH:12]2[CH2:13][CH2:14][CH:15]([N:18]3[CH2:19][CH2:20][N:21]([CH3:24])[CH2:22][CH2:23]3)[CH2:16][CH2:17]2)[c:5]2[n:6][cH:7][n:8][c:9]([NH2:11])[c:10]12>>[c:2]1(-[c:33]2[cH:34][cH:35][c:36](-[c:39]3[n:40][c:41]4[n:42]([cH:43][cH:44][cH:45][cH:46]4)[cH:47]3)[cH:37][cH:38]2)[n:3][n:4]([CH:12]2[CH2:13][CH2:14][CH:15]([N:18]3[CH2:19][CH2:20][N:21]([CH3:24])[CH2:22][CH2:23]3)[CH2:16][CH2:17]2)[c:5]2[n:6][cH:7][n:8][c:9]([NH2:11])[c:10]12. Starting materials: CC1(C)OB(c2ccc(-c3cn4ccccc4n3)cc2)OC1(C)C, CN1CCN(C2CCC(n3nc(I)c4c(N)ncnc43)CC2)CC1. The reactants are O=C(n1ccnc1)n1ccnc1, C1CCOC1, CO, O=C(O)Cc1cccc(Cl)c1, Nc1cccc(-c2nn3ccccc3c2-c2ccnc(Nc3ccccc3)n2)c1. Yields the product O=C(Cc1cccc(Cl)c1)Nc1cccc(-c2nn3ccccc3c2-c2ccnc(Nc3ccccc3)n2)c1. RXN SMILES: [C:30]([n:31]1[cH:32][cH:33][n:34][cH:35]1)([n:36]1[cH:37][cH:38][n:39][cH:40]1)=[O:41].[CH2:55]1[O:56][CH2:57][CH2:58][CH2:59]1.[CH3:53][OH:54].[Cl:42][c:43]1[cH:44][c:45]([CH2:49][C:50](=[O:51])[OH:52])[cH:46][cH:47][cH:48]1.[NH2:1][c:2]1[cH:3][c:4](-[c:8]2[n:9][n:10]3[c:11]([cH:12][cH:13][cH:14][cH:15]3)[c:16]2-[c:17]2[n:18][c:19]([NH:23][c:24]3[cH:25][cH:26][cH:27][cH:28][cH:29]3)[n:20][cH:21][cH:22]2)[cH:5][cH:6][cH:7]1>>[NH:1]([c:2]1[cH:3][c:4](-[c:8]2[n:9][n:10]3[c:11]([cH:12][cH:13][cH:14][cH:15]3)[c:16]2-[c:17]2[n:18][c:19]([NH:23][c:24]3[cH:25][cH:26][cH:27][cH:28][cH:29]3)[n:20][cH:21][cH:22]2)[cH:5][cH:6][cH:7]1)[C:50]([CH2:49][c:45]1[cH:44][c:43]([Cl:42])[cH:48][cH:47][cH:46]1)=[O:51]. Reactants: OC1=CC=CC(=N1)N1C(C2=C(C1=O)CCCC2)=O (N-(6-hydroxy-2-pyridyl)-3,4,5,6-tetrahydrophthalimide), ClC1=CC=C(CCl)C=C1 (p-chlorobenzyl chloride). The reagents and catalysts are C([O-])([O-])=O.[Ag+2] (silver carbonate). Run in C1=CC=CC=C1 (benzene). Reaction conditions: time 72 hour. Product: ClC1=CC=C(COC2=CC=CC(=N2)N2C(C3=C(C2=O)CCCC3)=O)C=C1 (N-[6-(4-chlorobenzyloxy)-2-pyridyl]-3,4,5,6-tetrahydrophthalimide). Reaction SMILES: [OH:1][C:2]1[N:7]=[C:6]([N:8]2[C:12](=[O:13])[C:11]3[CH2:14][CH2:15][CH2:16][CH2:17][C:10]=3[C:9]2=[O:18])[CH:5]=[CH:4][CH:3]=1.[Cl:19][C:20]1[CH:27]=[CH:26][C:23]([CH2:24]Cl)=[CH:22][CH:21]=1>C(=O)([O-])[O-].[Ag+2].C1C=CC=CC=1>[Cl:19][C:20]1[CH:27]=[CH:26][C:23]([CH2:24][O:1][C:2]2[N:7]=[C:6]([N:8]3[C:12](=[O:13])[C:11]4[CH2:14][CH2:15][CH2:16][CH2:17][C:10]=4[C:9]3=[O:18])[CH:5]=[CH:4][CH:3]=2)=[CH:22][CH:21]=1 |f:2.3|. Reported procedure: A mixture of N-(6-hydroxy-2-pyridyl)-3,4,5,6-tetrahydrophthalimide (3.9 g), silver carbonate (2.2 g), p-chlorobenzyl chloride (2.6 g) and benzene (75 ml) is stirred, in the dark, at 45° for about 72 hours. Then, the reaction is cooled and filtered. The filtrate is washed with 10% sodium bicarbonate and water, dried and stripped to give N-[6-(4-chlorobenzyloxy)-2-pyridyl]-3,4,5,6-tetrahydrophthalimide. Reactants: COC1=CC=C(C=C1)CCC(=O)OC (Methyl 3-(4-Methoxyphenyl)propionate), CC(C)C[AlH]CC(C)C (DIBAL). Run in C(Cl)Cl (CH2Cl2). The product is EtOAc hexanes, COC1=CC=C(C=C1)CCC=O (3-(4-Methoxyphenyl)propionaldehyde). Yield: 99.4%. RXN SMILES: [CH3:1][O:2][C:3]1[CH:8]=[CH:7][C:6]([CH2:9][CH2:10][C:11](OC)=[O:12])=[CH:5][CH:4]=1.CC(C[AlH]CC(C)C)C>C(Cl)Cl>[CH3:1][O:2][C:3]1[CH:8]=[CH:7][C:6]([CH2:9][CH2:10][CH:11]=[O:12])=[CH:5][CH:4]=1. Procedure details: A solution of ester 12d (0.8346 g, 4.3 mmol) in 15 mL dry CH2Cl2 was cooled to -78° C. and treated with DIBAL (1.0M solution in dry CH2Cl2, 4.3 mL, 4.3 mmol, 1.0 equiv), upon completion by tlc the reaction was quenched immediately with 4.0 mL dry CH3OH. The reaction mixture was diluted with 15 mL saturated aqueous sodium potassium tartrate and warmed gradually to room temperature, partitioned, and extracted with CH2Cl2 (3×20 mL). The combined extracts were washed with saturated aqueous sodium po...